This data is from the Open Reaction Database (ORD), a public repository of structured organic reaction records. The task is: describe an organic reaction: reactants, conditions, products, and yield RXN SMILES: [C:1]([C:5]1[CH:10]=[CH:9][CH:8]=[CH:7][C:6]=1[OH:11])([CH3:4])([CH3:3])[CH3:2].[C:12]1([OH:18])[CH:17]=[CH:16][CH:15]=[CH:14][CH:13]=1.CC(=C)C>>[C:1]([C:5]1[CH:10]=[CH:9][CH:8]=[CH:7][C:6]=1[OH:11])([CH3:4])([CH3:2])[CH3:3].[C:12]1([OH:18])[CH:17]=[CH:16][CH:15]=[CH:14][CH:13]=1 |f:3.4|. Starting materials: CC(C)=C (isobutylene), C(C)(C)(C)C1=C(C=CC=C1)O (tert-butyl phenol), C1(=CC=CC=C1)O (phenol), C4, C1(=CC=CC=C1)O (phenol), C1(=CC=CC=C1)O (phenol). Product: C(C)(C)(C)C1=C(C=CC=C1)O.C1(=CC=CC=C1)O (t-butyl phenol phenol). Procedure details: A mixture of tert-butyl phenol and phenol prepared by alkylating phenol with isobutylene to a C4 /phenol ratio of 0.25 to provide a t-butyl phenol/phenol mixture was flash distilled to remove color. The mixture had an average t-butyl:phenyl ratio of about 0.3 (about 25% phenol:75% t-butyl phenols). 360.7 grams of t-butyl phenols/phenol mixture was heated to 70°-75° C. under a nitrogen atmosphere and 137.3 grams (1.0 mole) of PCl3 was added dropwise at such a rate that excess reflux of PCl3 (b.p....